This data is from the Open Reaction Database (ORD), a public repository of structured organic reaction records. The task is: describe an organic reaction: reactants, conditions, products, and yield Yields the product COC(=O)[C@@]1(N(CC[C@@H]1O)C(=O)OC(C)(C)C)C ((2R,3S)-3-Hydroxy-2-methylpyrrolidine-1,2-dicarboxylic acid 1-tert-butyl ester 2-methyl ester). Run at time 40 minute. Yield: 20.4%. Reaction SMILES: [CH:1](NC(C)C)(C)C.C([Li])CCC.CCCCCC.[Li+].CC([N-]C(C)C)C.[CH3:27][O:28][C:29]([C@@H:31]1[C@@H:35]([OH:36])[CH2:34][CH2:33][N:32]1[C:37]([O:39][C:40]([CH3:43])([CH3:42])[CH3:41])=[O:38])=[O:30].IC>C1COCC1>[CH3:27][O:28][C:29]([C@@:31]1([CH3:1])[C@@H:35]([OH:36])[CH2:34][CH2:33][N:32]1[C:37]([O:39][C:40]([CH3:43])([CH3:42])[CH3:41])=[O:38])=[O:30] |f:3.4|. Solvent: C1CCOC1 (THF), C1CCOC1 (THF). Reactants: [Li+].CC(C)[N-]C(C)C (LDA), COC(=O)[C@H]1N(CC[C@@H]1O)C(=O)OC(C)(C)C ((2S,3S)-N-tert-Butyloxycarbonyl-3-hydroxy-2-pyrrolidinecarboxylic acid methyl ester), C(C)(C)NC(C)C (diisopropylamine), solution, C(CCC)[Li] (n-butyllithium), CCCCCC (hexane), IC (iodomethane). Procedure: To diisopropylamine (4.88 mL, 34.8 mmol) in THF (33 mL) at −78° C. was added a 1.37 M solution of n-butyllithium in hexane (24.6 mL, 33.7 mmol). After stirring at the same temperature for 40 min, the LDA solution was transferred via cannula over 30 min to a solution of compound 1B (2.75 g, 11.2 mmol) in THF (112 mL) at −78° C. The reaction was stirred for 1.5 h when iodomethane (10.5 mL, 168 mmol) was added and the reaction was stirred at −78° C. for 2 h then was stored at −40° C. overnight. Aft... The reactants are OCC1=CC=2NC([C@H]3N(C2N=C1)CCC3)=O ((S)-3-(hydroxymethyl)-6a,7,8,9-tetrahydropyrido[3,2-e]pyrrolo[1,2-a]pyrazin-6(5H)-one), C(C)(C)N(C(C)C)CC (N,N-diisopropylethylamine), ClC=1C=C(C(=O)NC2CC2)C=CC1N1CCNCC1 (3-chloro-N-cyclopropyl-4-(piperazin-1-yl)benzamide), [I-].C(#N)C[P+](C)(C)C ((cyanomethyl)trimethylphosphonium iodide). The solvent is C(CC)#N (propiononitrile). Run at temperature 105 celsius. Product: ClC=1C=C(C(=O)NC2CC2)C=CC1N1CCN(CC1)CC1=CC=2NC([C@H]3N(C2N=C1)CCC3)=O ((S)-3-chloro-N-cyclopropyl-4-(4-((6-oxo-5,6,6a,7,8,9-hexahydropyrido[3,2-e]pyrrolo[1,2-a]pyrazin-3-yl)methyl)piperazin-1-yl)benzamide). Isolated yield 54.8%. RXN SMILES: O[CH2:2][C:3]1[CH:12]=[N:11][C:10]2[N:9]3[CH2:13][CH2:14][CH2:15][C@H:8]3[C:7](=[O:16])[NH:6][C:5]=2[CH:4]=1.[Cl:17][C:18]1[CH:19]=[C:20]([CH:27]=[CH:28][C:29]=1[N:30]1[CH2:35][CH2:34][NH:33][CH2:32][CH2:31]1)[C:21]([NH:23][CH:24]1[CH2:26][CH2:25]1)=[O:22].[I-].C(C[P+](C)(C)C)#N.C(N(CC)C(C)C)(C)C>C(#N)CC>[Cl:17][C:18]1[CH:19]=[C:20]([CH:27]=[CH:28][C:29]=1[N:30]1[CH2:31][CH2:32][N:33]([CH2:2][C:3]2[CH:12]=[N:11][C:10]3[N:9]4[CH2:13][CH2:14][CH2:15][C@H:8]4[C:7](=[O:16])[NH:6][C:5]=3[CH:4]=2)[CH2:34][CH2:35]1)[C:21]([NH:23][CH:24]1[CH2:26][CH2:25]1)=[O:22] |f:2.3|. Procedure details: (S)-3-(hydroxymethyl)-6a,7,8,9-tetrahydropyrido[3,2-e]pyrrolo[1,2-a]pyrazin-6(5H)-one (100 mg, 0.456 mmol), 3-chloro-N-cyclopropyl-4-(piperazin-1-yl)benzamide (128 mg, 0.456 mmol), (cyanomethyl)trimethylphosphonium iodide (166 mg, 0.684 mmol) and N,N-diisopropylethylamine (0.398 ml, 2.281 mmol) were suspended in propiononitrile (Volume: 1.370 ml) and heated in a closed vial at 90-120° C. for 4 h. The reaction mixture became a dark brown solution. It was cooled to room temperature, concentrated i... Reactants: N(=NC(=O)OC(C)C)C(=O)OC(C)C (diisopropyl azodicarboxylate), C(C)(=O)O[C@H]1C(O)S[C@@H]([C@H]([C@@H]1OC(C)=O)OC(C)=O)COC(C)=O (2,3,4,6-Tetra-O-acetyl-5-thio-D-glucopyranose), C(C)(=O)C1=C(O)C=C(C=C1O)C (2-acetyl-5-methylresorcinol), C1(=CC=CC=C1)P(C1=CC=CC=C1)C1=CC=CC=C1 (triphenylphosphine). Solvent: C1(=CC=CC=C1)C (toluene). Run at time 18 hour. Yields the product C(C)(=O)O[C@H]1[C@H](OC2=C(C(=CC(=C2)C)O)C(C)=O)S[C@@H]([C@H]([C@@H]1OC(C)=O)OC(C)=O)COC(C)=O (2-acetyl-3-hydroxy-5-methylphenyl 2,3,4,6-tetra-O-acetyl-5-thio-β-D-glucopyranoside). Yield: 29.1%. RXN SMILES: [C:1]([O:4][C@@H:5]1[C@@H:11]([O:12][C:13](=[O:15])[CH3:14])[C@H:10]([O:16][C:17](=[O:19])[CH3:18])[C@@H:9]([CH2:20][O:21][C:22](=[O:24])[CH3:23])[S:8][CH:6]1[OH:7])(=[O:3])[CH3:2].[C:25]([C:28]1[C:34](O)=[CH:33][C:32]([CH3:36])=[CH:31][C:29]=1[OH:30])(=[O:27])[CH3:26].C1(P(C2C=CC=CC=2)C2C=CC=CC=2)C=CC=CC=1.N(C(OC(C)C)=O)=NC(OC(C)C)=O>C1(C)C=CC=CC=1>[C:1]([O:4][C@@H:5]1[C@@H:11]([O:12][C:13](=[O:15])[CH3:14])[C@H:10]([O:16][C:17](=[O:19])[CH3:18])[C@@H:9]([CH2:20][O:21][C:22](=[O:24])[CH3:23])[S:8][C@H:6]1[O:7][C:34]1[CH:33]=[C:32]([CH3:36])[CH:31]=[C:29]([OH:30])[C:28]=1[C:25](=[O:27])[CH3:26])(=[O:3])[CH3:2]. Reported procedure: 2,3,4,6-Tetra-O-acetyl-5-thio-D-glucopyranose (200 mg, 0.55 mmol), 2-acetyl-5-methylresorcinol (182 mg, 1.10 mmol), triphenylphosphine (288 mg, 1.10 mmol) and toluene (2 mL) were mixed, and to the resulting mixture, diisopropyl azodicarboxylate (40% in toluene, 555 mg) was then slowly added dropwise in ice. After stirring at room temperature for 18 hours, the reaction mixture was concentrated and the resulting residue was purified by silica gel column chromatography (hexane:ethyl acetate=70:30-5... The reactants are Cl, [Na+], [Na+], O=C([O-])[O-], O=C(O)C=CC(=O)c1ccccc1O. Yields the product O=C1CC(C(=O)O)Oc2ccccc21. As a reaction SMILES: [ClH:15].[Na+:16].[Na+:17].[O-:18][C:19](=[O:20])[O-:21].[OH:1][c:2]1[c:3]([C:4](=[O:5])[CH:6]=[CH:7][C:8](=[O:9])[OH:10])[cH:11][cH:12][cH:13][cH:14]1>>[O:1]1[c:2]2[c:3]([cH:11][cH:12][cH:13][cH:14]2)[C:4](=[O:5])[CH2:6][CH:7]1[C:8](=[O:9])[OH:10]. Starting materials: FC=1C=C(C=CC1)C=1C(=CC(=C2C=CC=NC12)C=C)C(=O)N(C)OC (8-(3-fluorophenyl)-N-methoxy-N-methyl-5-vinylquinoline-7-carboxamide), C[Mg]Br (methylmagnesium bromide). The solvent is O1CCCC1 (tetrahydrofuran), O1CCCC1 (tetrahydrofuran). Conditions: time 1 hour. Product: FC=1C=C(C=CC1)C=1C(=CC(=C2C=CC=NC12)C=C)C(C)=O (1-[8-(3-Fluorophenyl)-5-vinylquinolin-7-yl]ethanone). RXN SMILES: [F:1][C:2]1[CH:3]=[C:4]([C:8]2[C:9]([C:20](N(OC)C)=[O:21])=[CH:10][C:11]([CH:18]=[CH2:19])=[C:12]3[C:17]=2[N:16]=[CH:15][CH:14]=[CH:13]3)[CH:5]=[CH:6][CH:7]=1.[CH3:26][Mg]Br>O1CCCC1>[F:1][C:2]1[CH:3]=[C:4]([C:8]2[C:9]([C:20](=[O:21])[CH3:26])=[CH:10][C:11]([CH:18]=[CH2:19])=[C:12]3[C:17]=2[N:16]=[CH:15][CH:14]=[CH:13]3)[CH:5]=[CH:6][CH:7]=1. Reported procedure: To a mixture of 8-(3-fluorophenyl)-N-methoxy-N-methyl-5-vinylquinoline-7-carboxamide (32 mg, 0.095 mmol) in tetrahydrofuran (0.2 mL) was added 1.4 M methylmagnesium bromide in tetrahydrofuran (0.20 mL, 0.29 mmol) at 0° C. The reaction was stirred at room temperature for 1 hour, quenched with sat. ammonium chloride. The resulting mixture was extracted with ethyl acetate. The combined organic layers were washed with brine, dried over magnesium sulfate and concentrated to dryness. The crude product... Starting materials: C[C@]1(O)[C@H](O)[C@@H](O)[C@@H](O)C(O1)(CO)CO (Methyl 5-C-hydroxymethyl-α-L-arabino-hexopyranose). Run in S(O)(O)(=O)=O (sulfuric acid). Conditions: temperature 100 celsius, time 90 minute. Product: OC[C@]12[C@@H]([C@@H]([C@H]([C@H](O1)OC2)O)O)O (1,6-anhydro-5-C-hydroxymethyl-β-L-altropyranose). The yield is 39.6%. Reaction SMILES: C[C@:2]1([O:11][C:10]([CH2:14][OH:15])([CH2:12][OH:13])[C@H:8]([OH:9])[C@H:6]([OH:7])[C@H:4]1[OH:5])O>S(=O)(=O)(O)O>[OH:13][CH2:12][C@@:10]12[CH2:14][O:15][C@@H:2]([O:11]1)[C@H:4]([OH:5])[C@@H:6]([OH:7])[C@H:8]2[OH:9]. Procedure details: Methyl 5-C-hydroxymethyl-α-L-arabino-hexopyranose (3) (59.0 g 0.263 moles) is dissolved in 0.70M sulfuric acid (260 ml), and stirred at 100° C. for 90 minutes. The solution is cooled to room temperature and neutralized using an ion exchange resin (Amberlite IRA-400 (OH-). The resin is filtered off, and the filtrate is refluxed for 15 minutes with activated carbon (4.0 g). Carbon is removed with a glass fiber filter, and the filtrate is evaporated to dryness with ethanol. The white waxy residue i... Procedure details: The compound of Example 121 (400 mg, 0.094 mmol) was dissolved in water/acetonitrile (1:1), followed by the addition of lithium hydroxide (100 mg, 0.4 mmol). The reaction mixture was stirred at 25° C., and monitored by HPLC. After complete hydrolysis (1-2 hours) trifluoroacetic acid was added until pH=2. The product was purified by reverse phase chromatography (water/acetonitrile) and lyophilized to result in a white solid (200 mg). MS and 1H-NMR were consistent with the proposed structure. Run at temperature 25 celsius. Isolated yield 410.3%. RXN SMILES: [C:1]1([CH2:7][NH:8][C:9]([NH:11][C:12]2[CH:13]=[C:14]([C:18]([NH:20][CH2:21][C:22]([NH:24][CH:25]([C:32]3[CH:40]=[CH:39][C:35]4[O:36][CH2:37][O:38][C:34]=4[CH:33]=3)[CH2:26][C:27]([O:29]CC)=[O:28])=[O:23])=[O:19])[CH:15]=[CH:16][CH:17]=2)=[O:10])[CH:6]=[CH:5][CH:4]=[CH:3][CH:2]=1.[OH-].[Li+].FC(F)(F)C(O)=O>O.C(#N)C>[C:1]1([CH2:7][NH:8][C:9]([NH:11][C:12]2[CH:13]=[C:14]([C:18]([NH:20][CH2:21][C:22]([NH:24][CH:25]([C:32]3[CH:40]=[CH:39][C:35]4[O:36][CH2:37][O:38][C:34]=4[CH:33]=3)[CH2:26][C:27]([OH:29])=[O:28])=[O:23])=[O:19])[CH:15]=[CH:16][CH:17]=2)=[O:10])[CH:6]=[CH:5][CH:4]=[CH:3][CH:2]=1 |f:1.2,4.5|. Yields the product C1(=CC=CC=C1)CNC(=O)NC=1C=C(C=CC1)C(=O)NCC(=O)NC(CC(=O)O)C1=CC2=C(OCO2)C=C1 (β-[[2-[[[3-[[[(phenylmethyl)amino]carbonyl]amino]phenyl]carbonyl]amino]acetyl]amino]-1,3-benzodioxole-5-propanoic acid). Solvent: O.C(C)#N (water acetonitrile). Starting materials: [OH-].[Li+] (lithium hydroxide), C1(=CC=CC=C1)CNC(=O)NC=1C=C(C=CC1)C(=O)NCC(=O)NC(CC(=O)OCC)C1=CC2=C(OCO2)C=C1 (ethyl β-[[2-[[[3-[[[(phenylmethyl)amino]carbonyl]amino]phenyl]carbonyl]amino]acetyl]amino]-1,3-benzodioxole-5-propanoate), FC(C(=O)O)(F)F (trifluoroacetic acid). Starting materials: O=C(O)c1cc(Br)cc([N+](=O)[O-])c1, O=C([O-])[O-], COCCOC, CCO, OB(O)c1ccccc1F, [Na+], [Na+], [Pd], c1ccc(P(c2ccccc2)c2ccccc2)cc1, c1ccc(P(c2ccccc2)c2ccccc2)cc1, c1ccc(P(c2ccccc2)c2ccccc2)cc1, c1ccc(P(c2ccccc2)c2ccccc2)cc1. Product: O=C(O)c1cc(-c2ccccc2F)cc([N+](=O)[O-])c1. RXN SMILES: [Br:1][c:2]1[cH:3][c:4]([C:5](=[O:6])[OH:7])[cH:8][c:9]([N+:11](=[O:12])[O-:13])[cH:10]1.[C:24](=[O:25])([O-:26])[O-:27].[CH2:30]([CH2:31][O:32][CH3:33])[O:34][CH3:35].[CH3:36][CH2:37][OH:38].[F:14][c:15]1[c:16]([B:21]([OH:22])[OH:23])[cH:17][cH:18][cH:19][cH:20]1.[Na+:28].[Na+:29].[Pd:115].[c:39]1([P:40]([c:41]2[cH:42][cH:43][cH:44][cH:45][cH:46]2)[c:47]2[cH:48][cH:49][cH:50][cH:51][cH:52]2)[cH:53][cH:54][cH:55][cH:56][cH:57]1.[c:58]1([P:59]([c:60]2[cH:61][cH:62][cH:63][cH:64][cH:65]2)[c:66]2[cH:67][cH:68][cH:69][cH:70][cH:71]2)[cH:72][cH:73][cH:74][cH:75][cH:76]1.[c:77]1([P:78]([c:79]2[cH:80][cH:81][cH:82][cH:83][cH:84]2)[c:85]2[cH:86][cH:87][cH:88][cH:89][cH:90]2)[cH:91][cH:92][cH:93][cH:94][cH:95]1.[c:96]1([P:97]([c:98]2[cH:99][cH:100][cH:101][cH:102][cH:103]2)[c:104]2[cH:105][cH:106][cH:107][cH:108][cH:109]2)[cH:110][cH:111][cH:112][cH:113][cH:114]1>>[c:2]1(-[c:16]2[c:15]([F:14])[cH:20][cH:19][cH:18][cH:17]2)[cH:3][c:4]([C:5](=[O:6])[OH:7])[cH:8][c:9]([N+:11](=[O:12])[O-:13])[cH:10]1. Reactants: BrC(Br)(Br)Br, C1CCOC1, [Li]C(C)CC, CC(C)[Si](C(C)C)(C(C)C)n1ccc2c(F)ccnc21. Product: CC(C)[Si](C(C)C)(C(C)C)n1ccc2c(F)c(Br)cnc21. As a reaction SMILES: [Br:26][C:27]([Br:28])([Br:29])[Br:30].[CH2:31]1[O:32][CH2:33][CH2:34][CH2:35]1.[CH:21]([Li:22])([CH2:23][CH3:24])[CH3:25].[F:1][c:2]1[c:3]2[c:4]([n:5][cH:6][cH:7]1)[n:8]([Si:11]([CH:12]([CH3:13])[CH3:14])([CH:15]([CH3:16])[CH3:17])[CH:18]([CH3:19])[CH3:20])[cH:9][cH:10]2>>[F:1][c:2]1[c:3]2[c:4]([n:5][cH:6][c:7]1[Br:26])[n:8]([Si:11]([CH:12]([CH3:13])[CH3:14])([CH:15]([CH3:16])[CH3:17])[CH:18]([CH3:19])[CH3:20])[cH:9][cH:10]2. The reactants are CCCCOCC1CO1, CN(C)Cc1ccccc1, Cc1ccc(-c2nc(-c3ccc(C)cc3C)nc(-c3ccc(O)cc3O)n2)c(C)c1, Cc1ccccc1C. Yields the product CCCCOCC(O)COc1ccc(-c2nc(-c3ccc(C)cc3C)nc(-c3ccc(C)cc3C)n2)c(O)c1. RXN SMILES: [CH2:31]([CH:32]1[CH2:33][O:34]1)[O:35][CH2:36][CH2:37][CH2:38][CH3:39].[CH3:40][N:41]([CH3:42])[CH2:43][c:44]1[cH:45][cH:46][cH:47][cH:48][cH:49]1.[OH:1][c:2]1[c:3](-[c:9]2[n:10][c:11](-[c:23]3[c:24]([CH3:30])[cH:25][c:26]([CH3:29])[cH:27][cH:28]3)[n:12][c:13](-[c:15]3[c:16]([CH3:22])[cH:17][c:18]([CH3:21])[cH:19][cH:20]3)[n:14]2)[cH:4][cH:5][c:6]([OH:8])[cH:7]1.[c:50]1([CH3:51])[c:52]([CH3:53])[cH:54][cH:55][cH:56][cH:57]1>>[OH:1][c:2]1[c:3](-[c:9]2[n:10][c:11](-[c:23]3[c:24]([CH3:30])[cH:25][c:26]([CH3:29])[cH:27][cH:28]3)[n:12][c:13](-[c:15]3[c:16]([CH3:22])[cH:17][c:18]([CH3:21])[cH:19][cH:20]3)[n:14]2)[cH:4][cH:5][c:6]([O:8][CH2:33][CH:32]([CH2:31][O:35][CH2:36][CH2:37][CH2:38][CH3:39])[OH:34])[cH:7]1.